This data is from the Open Reaction Database (ORD), a public repository of structured organic reaction records. The task is: describe an organic reaction: reactants, conditions, products, and yield Yield: 6.6%. Yields the product C1=CC=CC=2C3=CC=CC=C3N(C12)CCC1=CC=C(C(=O)NO)C=C1 (4-(2-Carbazol-9-yl-ethyl)-N-hydroxy-benzamide). Reaction conditions: time 24 hour. The reactants are COC(C1=CC=C(C=C1)CCN1C2=CC=CC=C2C=2C=CC=CC12)=O (4-(2-Carbazol-9-yl-ethyl)benzoic acid methyl ester), Cl.NO (hydroxylamine hydrochloride), C[O-].[Na+] (sodium methoxide), CO (methanol). Reported procedure: 4-(2-Carbazol-9-ylethyl)benzoic acid methyl ester (27) (0.15 g, 0.46 mmol) and hydroxylamine hydrochloride (0.19 g, 2.7 mmol) were placed under argon and dissolved in DMF (3 mL). To this was added a 25% sodium methoxide solution in methanol (0.79 g, 3.6 mmol) which resulted in immediate precipitation of a white solid. The reaction was stirred for 24 h at room temperature after which it was taken up in 20 mL ethyl acetate and 20 mL of saturated sodium bicarbonate. The organic layer was isolated a... Solvent: CN(C)C=O (DMF), C([O-])(O)=O.[Na+] (sodium bicarbonate), C(C)(=O)OCC (ethyl acetate). Reaction SMILES: C[O:2][C:3](=O)[C:4]1[CH:9]=[CH:8][C:7]([CH2:10][CH2:11][N:12]2[C:24]3[CH:23]=[CH:22][CH:21]=[CH:20][C:19]=3[C:18]3[C:13]2=[CH:14][CH:15]=[CH:16][CH:17]=3)=[CH:6][CH:5]=1.Cl.[NH2:27][OH:28].C[O-].[Na+].CO>CN(C=O)C.C(OCC)(=O)C.C(=O)(O)[O-].[Na+]>[CH:23]1[C:24]2[N:12]([CH2:11][CH2:10][C:7]3[CH:8]=[CH:9][C:4]([C:3]([NH:27][OH:28])=[O:2])=[CH:5][CH:6]=3)[C:13]3[C:18](=[CH:17][CH:16]=[CH:15][CH:14]=3)[C:19]=2[CH:20]=[CH:21][CH:22]=1 |f:1.2,3.4,8.9|. Starting materials: CC(=O)C (acetone), N1CCCC1 (pyrrolidine), C1(C=CC=C1)C1(CCC(C=2C=CCC12)(C)C)C (7-cyclopentadienyl-4,4,7-trimethyl-4,5,6,7-tetrahydro-1H-indene). Solvent: CO (methanol). Run at temperature 0 celsius, time 5 hour. Product: C(C)(C)=C1C=C(C=C1)C1(CCC(C=2C=CCC12)(C)C)C (7-(3'-isopropylidenecyclopenta-1,4-dienyl)-4,4,7-trimethyl-4,5,6,7-tetrahydro-1H-indene). The yield is 88.0%. As a reaction SMILES: [CH:1]1([C:6]2([CH3:17])[C:14]3[CH2:13][CH:12]=[CH:11][C:10]=3[C:9]([CH3:16])([CH3:15])[CH2:8][CH2:7]2)[CH:5]=[CH:4][CH:3]=[CH:2]1.[CH3:18][C:19]([CH3:21])=O.N1CCCC1>CO>[C:19](=[C:3]1[CH:4]=[CH:5][C:1]([C:6]2([CH3:17])[C:14]3[CH2:13][CH:12]=[CH:11][C:10]=3[C:9]([CH3:16])([CH3:15])[CH2:8][CH2:7]2)=[CH:2]1)([CH3:21])[CH3:18]. Procedure details: 7.70 g (34.0 mmol) of the cyclopentadienyltetrahydroindene (Example 5) are dissolved in 70 ml of methanol and cooled to 0° C. The orange-red reaction solution is subsequently treated successively with 2.96 g (51.0 mmol) of acetone and 4.83 g (68.0 mmol) of pyrrolidine. The mixture is stirred at 0° C. for 5 hours and then, in order to complete the reaction, at room temperature for a further 2 hours, before the reaction is terminated by addition of 4 ml of glacial acetic acid. The red, clear react...